The task is: describe an organic reaction: reactants, conditions, products, and yield. This data is from the Open Reaction Database (ORD), a public repository of structured organic reaction records. The reactants are CO, CC(C)(C)OC(=O)N1CCC2OC2C1, [Mg+2], [N-]=[N+]=[N-], [Na+], O, O, O=S(=O)([O-])[O-]. The product is CC(C)(C)OC(=O)N1CCC(N=[N+]=[N-])C(O)C1. RXN SMILES: [CH3:27][OH:28].[CH:1]12[CH2:2][N:3]([C:8](=[O:9])[O:10][C:11]([CH3:12])([CH3:13])[CH3:14])[CH2:4][CH2:5][CH:6]1[O:7]2.[Mg+2:26].[N-:16]=[N+:17]=[N-:18].[Na+:15].[OH2:19].[OH2:20].[S:21]([O-:22])([O-:23])(=[O:24])=[O:25]>>[CH:1]1([OH:7])[CH2:2][N:3]([C:8](=[O:9])[O:10][C:11]([CH3:12])([CH3:13])[CH3:14])[CH2:4][CH2:5][CH:6]1[N:16]=[N+:17]=[N-:18]. The reactants are C(CCCCC)(=O)Cl (Hexanoyl chloride), NC=1C=CC2=C(N(CCO2)CC2=C(C=C(C(=O)OC)C=C2)OC)C1 (methyl 4-(6-amino-2,3-dihydrobenz-1,4-oxazin-4-ylmethyl)-3-methoxybenzoate). The solvent is ClCCl (dichloromethane), ClCCl (dichloromethane). Reaction conditions: time 1 hour. Yields the product C(CCCCC)(=O)NC=1C=CC2=C(N(CCO2)CC2=C(C=C(C(=O)OC)C=C2)OC)C1 (Methyl 4-(6-hexanamido-2,3-dihydrobenz-1,4-oxazin-4-ylmethyl)-3-methoxybenzoate). The yield is 81.6%. As a reaction SMILES: [C:1](Cl)(=[O:7])[CH2:2][CH2:3][CH2:4][CH2:5][CH3:6].[NH2:9][C:10]1[CH:11]=[CH:12][C:13]2[O:18][CH2:17][CH2:16][N:15]([CH2:19][C:20]3[CH:29]=[CH:28][C:23]([C:24]([O:26][CH3:27])=[O:25])=[CH:22][C:21]=3[O:30][CH3:31])[C:14]=2[CH:32]=1>ClCCl>[C:1]([NH:9][C:10]1[CH:11]=[CH:12][C:13]2[O:18][CH2:17][CH2:16][N:15]([CH2:19][C:20]3[CH:29]=[CH:28][C:23]([C:24]([O:26][CH3:27])=[O:25])=[CH:22][C:21]=3[O:30][CH3:31])[C:14]=2[CH:32]=1)(=[O:7])[CH2:2][CH2:3][CH2:4][CH2:5][CH3:6]. Procedure: Hexanoyl chloride (0.084 g.) was added to a stirred solution of methyl 4-(6-amino-2,3-dihydrobenz-1,4-oxazin-4-ylmethyl)-3-methoxybenzoate (L) (0.2 g.) in dichloromethane (20 ml.), under an atmosphere of nitrogen. The mixture was stirred for one hour and then diluted with dichloromethane (40 ml.). This mixture was washed with water, dried (MgSO4) and evaporated. The residual oil was dissolved in 3:7 v/v ethyl acetate:hexane, and the solution obtained was allowed to filter through a short column ... Starting materials: CC1=CC(NC2=CC=C(C=C12)O)=O (4-methyl-6-hydroxy-2-oxo-1,2-dihydroquinoline), FC1=CC=C(CN2CCN(CC2)CCCCl)C=C1 (3-[4-(4-fluorobenzyl)-piperazin-1-yl]-propyl chloride). Yields the product CC1=CC(NC2=CC=C(C=C12)OCCCN1CCN(CC1)CC1=CC=C(C=C1)F)=O (4-methyl-6-{3-[4-(4-fluorobenzyl)-piperazin-1-yl]-propoxy}-2-oxo-1,2-dihydroquinoline). Reaction SMILES: [CH3:1][C:2]1[C:11]2[C:6](=[CH:7][CH:8]=[C:9]([OH:12])[CH:10]=2)[NH:5][C:4](=[O:13])[CH:3]=1.[F:14][C:15]1[CH:31]=[CH:30][C:18]([CH2:19][N:20]2[CH2:25][CH2:24][N:23]([CH2:26][CH2:27][CH2:28]Cl)[CH2:22][CH2:21]2)=[CH:17][CH:16]=1>>[CH3:1][C:2]1[C:11]2[C:6](=[CH:7][CH:8]=[C:9]([O:12][CH2:28][CH2:27][CH2:26][N:23]3[CH2:24][CH2:25][N:20]([CH2:19][C:18]4[CH:17]=[CH:16][C:15]([F:14])=[CH:31][CH:30]=4)[CH2:21][CH2:22]3)[CH:10]=2)[NH:5][C:4](=[O:13])[CH:3]=1. Procedure details: In a manner analogous to that described in Example 5, by the appropriate reaction of 4-methyl-6-hydroxy-2-oxo-1,2-dihydroquinoline with 3-[4-(4-fluorobenzyl)-piperazin-1-yl]-propyl chloride, there is obtained 4-methyl-6-{3-[4-(4-fluorobenzyl)-piperazin-1-yl]-propoxy}-2-oxo-1,2-dihydroquinoline which, after recrystallization from ethanol, melts at 178°-180° C. Starting materials: O=CC(=O)O, CC(C)=O, NC(=O)c1ccccc1, O. The product is O=C(NC(O)C(=O)O)c1ccccc1. Reaction SMILES: [C:11]([CH:12]=[O:13])(=[O:14])[OH:15].[CH3:16][C:17](=[O:18])[CH3:19].[NH2:1][C:2](=[O:3])[c:4]1[cH:5][cH:6][cH:7][cH:8][cH:9]1.[OH2:10]>>[NH:1]([C:2](=[O:3])[c:4]1[cH:5][cH:6][cH:7][cH:8][cH:9]1)[CH:12]([C:11](=[O:14])[OH:15])[OH:13]. Reactants: CC(=O)OCc1csc(Nc2ccc(Br)cn2)n1, CCO, [Na+], [OH-]. Yields the product OCc1csc(Nc2ccc(Br)cn2)n1. RXN SMILES: [Br:1][c:2]1[cH:3][cH:4][c:5]([NH:8][c:9]2[s:10][cH:11][c:12]([CH2:14][O:15][C:16](=[O:17])[CH3:18])[n:13]2)[n:6][cH:7]1.[CH3:21][CH2:22][OH:23].[Na+:20].[OH-:19]>>[Br:1][c:2]1[cH:3][cH:4][c:5]([NH:8][c:9]2[s:10][cH:11][c:12]([CH2:14][OH:15])[n:13]2)[n:6][cH:7]1. Procedure: The ester, 100 mg. was dissolved in 1 ml of a 50:50 mixture of THF and 97% formic acid at 0° C. The mixture was allowed to warm to room temperature and was then evaporated to dryness. Ethyl acetate was added to dissolve the residue and the solution was extracted twice with a saturated solution of sodium bicarbonate. The bicarbonate extracts were combined and were then acidified with dilute hydrochloric acid to pH 2.5. The product was extracted from the acidified bicarbonate extracts with ethyl a... Solvent: C1CCOC1 (THF), C(=O)O (formic acid). Product: COC1([C@@H]2N(C(=C(CS2)C(C)SC2=NN=NN2)C(=O)O)C1=O)NC(C(O)C1=CC=CC=C1)=O (7-Methoxy-7-mandelamido-3-(1-methyltetrazol-5-ylthiomethyl)-3-cephem-4-carboxylic acid). Starting materials: COC1([C@@H]2N(C(=C(CS2)C(C)SC2=NN=NN2)C(=O)OC(C2=CC=CC=C2)C2=CC=CC=C2)C1=O)NC(C(O)C1=CC=CC=C1)=O (diphenylmethyl 7-methoxy-7-mandelamido-3-(1-methyltetrazol-5-ylthiomethyl)-3-cephem-4-carboxylate). As a reaction SMILES: [CH3:1][O:2][C:3]1([NH:36][C:37](=[O:46])[CH:38]([C:40]2[CH:45]=[CH:44][CH:43]=[CH:42][CH:41]=2)[OH:39])[C:34](=[O:35])[N:5]2[C:6]([C:18]([O:20]C(C3C=CC=CC=3)C3C=CC=CC=3)=[O:19])=[C:7]([CH:10]([S:12][C:13]3[NH:17][N:16]=[N:15][N:14]=3)[CH3:11])[CH2:8][S:9][C@H:4]12>C1COCC1.C(O)=O>[CH3:1][O:2][C:3]1([NH:36][C:37](=[O:46])[CH:38]([C:40]2[CH:41]=[CH:42][CH:43]=[CH:44][CH:45]=2)[OH:39])[C:34](=[O:35])[N:5]2[C:6]([C:18]([OH:20])=[O:19])=[C:7]([CH:10]([S:12][C:13]3[NH:14][N:15]=[N:16][N:17]=3)[CH3:11])[CH2:8][S:9][C@H:4]12. Starting materials: [O-]P(=O)([O-])[O-].[K+].[K+].[K+] (K3PO4), ClC=1C=C(C=CC1F)B(O)O ((3-chloro-4-fluorophenyl) boronic acid), C(N)(=O)C=1C(=NN2C1CN(C1(C2)CC1)C(=O)OC(C)(C)C)I (tert-Butyl 3′-carbamoyl-2′-iodo-4′H-spiro[cyclopropane-1,6′-pyrazolo[1,5-a]pyrazine]-5′(7′H)-carboxylate). The reagents and catalysts are C1=CC=C(C=C1)P([C-]2C=CC=C2)C3=CC=CC=C3.C1=CC=C(C=C1)P([C-]2C=CC=C2)C3=CC=CC=C3.Cl[Pd]Cl.[Fe+2].C(Cl)Cl (PdCl2(dppf) CH2Cl2). Solvent: O (water), O1CCOCC1 (1,4-dioxane). Conditions: temperature 80 celsius, time 12 hour. Product: C(N)(=O)C=1C(=NN2C1CN(C1(C2)CC1)C(=O)OC(C)(C)C)C1=CC(=C(C=C1)F)Cl (tert-Butyl 3′-carbamoyl-2′-(3-chloro-4-fluorophenyl)-4′H-spiro[cyclopropane-1,6′-pyrazolo[1,5-a]pyrazine]-5′(7′H)-carboxylate). Yield: 72.1%. As a reaction SMILES: [C:1]([C:4]1[C:5](I)=[N:6][N:7]2[CH2:12][C:11]3([CH2:14][CH2:13]3)[N:10]([C:15]([O:17][C:18]([CH3:21])([CH3:20])[CH3:19])=[O:16])[CH2:9][C:8]=12)(=[O:3])[NH2:2].[O-]P([O-])([O-])=O.[K+].[K+].[K+].[Cl:31][C:32]1[CH:33]=[C:34](B(O)O)[CH:35]=[CH:36][C:37]=1[F:38]>O1CCOCC1.O.C1C=CC(P(C2C=CC=CC=2)[C-]2C=CC=C2)=CC=1.C1C=CC(P(C2C=CC=CC=2)[C-]2C=CC=C2)=CC=1.Cl[Pd]Cl.[Fe+2].C(Cl)Cl>[C:1]([C:4]1[C:5]([C:34]2[CH:35]=[CH:36][C:37]([F:38])=[C:32]([Cl:31])[CH:33]=2)=[N:6][N:7]2[CH2:12][C:11]3([CH2:14][CH2:13]3)[N:10]([C:15]([O:17][C:18]([CH3:21])([CH3:20])[CH3:19])=[O:16])[CH2:9][C:8]=12)(=[O:3])[NH2:2] |f:1.2.3.4,8.9.10.11.12|. Procedure: To a stirred suspension of Intermediate 350F (0.400 g, 0.956 mmol) in 1,4-dioxane (5 mL) was added K3PO4 (0.500 g, 2.80 mmol), (3-chloro-4-fluorophenyl) boronic acid (0.250 g, 1.435 mmol) and the reaction mixture was purged with nitrogen for 10 min. PdCl2(dppf)-CH2Cl2 (0.047 g, 0.057 mmol) was then added and the reaction mixture was heated to 80° C. and stirred for 12 h. The reaction mixture was diluted with water (25 mL) and extracted with EtOAc (3×25 mL) The combined organic layers were washed... Reactants: C(N)(=N)NN=CC1=CC=CC=C1 (benzaldehyde guanylhydrazone), COC=1C=C(C(CBr)=O)C=CC1 (3-methoxyphenacyl bromide). The solvent is C(C)O (ethanol). The product is NC=1N(C=C(N1)C1=CC(=CC=C1)OC)N=CC1=CC=CC=C1 (2-Amino-1-benzylideneamino-4-(3-methoxyphenyl)-imidazole). RXN SMILES: [C:1]([NH:4][N:5]=[CH:6][C:7]1[CH:12]=[CH:11][CH:10]=[CH:9][CH:8]=1)(=[NH:3])[NH2:2].[CH3:13][O:14][C:15]1[CH:16]=[C:17]([CH:22]=[CH:23][CH:24]=1)[C:18](=O)[CH2:19]Br>C(O)C>[NH2:3][C:1]1[N:4]([N:5]=[CH:6][C:7]2[CH:12]=[CH:11][CH:10]=[CH:9][CH:8]=2)[CH:19]=[C:18]([C:17]2[CH:22]=[CH:23][CH:24]=[C:15]([O:14][CH3:13])[CH:16]=2)[N:2]=1. Procedure details: A solution of 16.2 g (0.1 mol) of benzaldehyde guanylhydrazone and 11.8 g (0.050 mol) of 3-methoxyphenacyl bromide (Aldrich, Buchs, Switzerland; 98 %, Cat. no. 11,567-3) in 50 ml of ethanol is stirred at 20° C. for 3 hours. The product that has crystallized out is filtered off with suction and dried. In that manner there is obtained the title compound, m.p. 170°-171° C., 1H-NMR (DMSO): δ=8.56 (s, 1H); 8.03 (s, 1H); 7.92 (m, 2H); 7.5 (m, 3H); 7.26 (m, 3H); 6.76 (m, 1H); 6.2 (s, 2H); 3.8 (s, 3H).